Dataset: the Open Reaction Database (ORD), a public repository of structured organic reaction records. Task: describe an organic reaction: reactants, conditions, products, and yield As a reaction SMILES: [CH:1]([C:3]1[N:7]2[CH:8]=[CH:9][CH:10]=[C:11]([O:12][C@@H:13]3[C:21]4[C:16](=[CH:17][CH:18]=[CH:19][CH:20]=4)[CH2:15][C@H:14]3[OH:22])[C:6]2=[N:5][C:4]=1[CH3:23])=[O:2].[BH4-].[Na+]>CO>[OH:2][CH2:1][C:3]1[N:7]2[CH:8]=[CH:9][CH:10]=[C:11]([O:12][C@@H:13]3[C:21]4[C:16](=[CH:17][CH:18]=[CH:19][CH:20]=4)[CH2:15][C@H:14]3[OH:22])[C:6]2=[N:5][C:4]=1[CH3:23] |f:1.2|. Product: OCC1=C(N=C2N1C=CC=C2O[C@H]2[C@@H](CC1=CC=CC=C21)O)C (3-hydroxymethyl-8-(2-(trans)-hydroxy-2,3-dihydro-1-indenyloxy)-2-methyl-imidazo[1,2-a]pyridine). The reactants are C(=O)C1=C(N=C2N1C=CC=C2O[C@H]2[C@@H](CC1=CC=CC=C21)O)C (3-formyl-8-(2-(trans)-hydroxy-2,3-dihydro-1-indenyloxy)-2-methyl-imidazo[1,2-a]pyridine), [BH4-].[Na+] (sodium boro hydride). Procedure details: 1 g of 3-formyl-8-(2-(trans)-hydroxy-2,3-dihydro-1-indenyloxy)-2-methyl-imidazo[1,2-a]pyridine is dissolved in 150 ml methanol, and excess sodium boro hydride is added in small portions at room temperature. After reduction has been completed, 150 ml icewater is added. The volatile components are evaporated in the rotary evaporator in vacuo. Subsequently extraction is carried out 3×with 40 ml ethyl acetate each time. The combined extracts are stripped off in vacuo of solvents, and the crystalline... The solvent is CO (methanol).